From a dataset of the Open Reaction Database (ORD), a public repository of structured organic reaction records. describe an organic reaction: reactants, conditions, products, and yield Starting materials: CCCCCCCCCCO, O=C1CCC(O)N1. Product: CCCCCCCCCCOC1CCC(=O)N1. As a reaction SMILES: [CH2:8]([CH2:9][CH2:10][CH2:11][CH2:12][CH2:13][CH2:14][CH2:15][CH2:16][CH3:17])[OH:18].[OH:1][CH:2]1[CH2:3][CH2:4][C:5](=[O:7])[NH:6]1>>[O:1]([CH:2]1[CH2:3][CH2:4][C:5](=[O:7])[NH:6]1)[CH2:8][CH2:9][CH2:10][CH2:11][CH2:12][CH2:13][CH2:14][CH2:15][CH2:16][CH3:17].